Dataset: the Open Reaction Database (ORD), a public repository of structured organic reaction records. Task: describe an organic reaction: reactants, conditions, products, and yield Yields the product FC(F)(F)c1cccc(C=S)c1. Reactants: Cc1ccccc1, [Cl-], OC(=S)c1cccc(C(F)(F)F)c1, [Pd]. Reaction SMILES: [CH3:16][c:17]1[cH:18][cH:19][cH:20][cH:21][cH:22]1.[Cl-:1].[F:2][C:3]([c:4]1[cH:5][c:6]([C:7](=[S:8])[OH:9])[cH:10][cH:11][cH:12]1)([F:13])[F:14].[Pd:15]>>[F:2][C:3]([c:4]1[cH:5][c:6]([CH:7]=[S:8])[cH:10][cH:11][cH:12]1)([F:13])[F:14].